Dataset: the Open Reaction Database (ORD), a public repository of structured organic reaction records. Task: describe an organic reaction: reactants, conditions, products, and yield Reactants: CC(C)O, O=C1CC(=O)NC(=O)N1, O=Cc1cc(O)c(O)c([N+](=O)[O-])c1, O=S(Cl)Cl. The product is O=C1NC(=O)C(=Cc2cc(O)c(O)c([N+](=O)[O-])c2)C(=O)N1. Reaction SMILES: [CH3:27][CH:28]([OH:29])[CH3:30].[O:1]=[C:2]1[CH2:3][C:4](=[O:5])[NH:6][C:7](=[O:8])[NH:9]1.[OH:10][c:11]1[cH:12][c:13]([CH:14]=[O:15])[cH:16][c:17]([N+:20](=[O:21])[O-:22])[c:18]1[OH:19].[S:23]([Cl:24])([Cl:25])=[O:26]>>[O:1]=[C:2]1[C:3](=[CH:14][c:13]2[cH:12][c:11]([OH:10])[c:18]([OH:19])[c:17]([N+:20](=[O:21])[O-:22])[cH:16]2)[C:4](=[O:5])[NH:6][C:7](=[O:8])[NH:9]1. Starting materials: [Br-], O=C([O-])O, CO, Cl, CC(C)[Si](C)(C)OC(CCC1C(=O)N(c2ccc(F)cc2)C1c1ccc(OCCCCC[N+](C)(C)C)cc1)c1ccc(F)cc1, [Na+]. The product is [Br-], C[N+](C)(C)CCCCCOc1ccc(C2C(CCC(O)c3ccc(F)cc3)C(=O)N2c2ccc(F)cc2)cc1. Reaction SMILES: [Br-:1].[C:48](=[O:49])([OH:50])[O-:51].[CH3:53][OH:54].[ClH:47].[F:2][c:3]1[cH:4][cH:5][c:6]([N:9]2[CH:10]([c:31]3[cH:32][cH:33][c:34]([O:35][CH2:36][CH2:37][CH2:38][CH2:39][CH2:40][N+:41]([CH3:42])([CH3:43])[CH3:44])[cH:45][cH:46]3)[CH:11]([CH2:14][CH2:15][CH:16]([O:17][Si:18]([CH:19]([CH3:20])[CH3:21])([CH3:22])[CH3:23])[c:24]3[cH:25][cH:26][c:27]([F:30])[cH:28][cH:29]3)[C:12]2=[O:13])[cH:7][cH:8]1.[Na+:52]>>[Br-:1].[F:2][c:3]1[cH:4][cH:5][c:6]([N:9]2[CH:10]([c:31]3[cH:32][cH:33][c:34]([O:35][CH2:36][CH2:37][CH2:38][CH2:39][CH2:40][N+:41]([CH3:42])([CH3:43])[CH3:44])[cH:45][cH:46]3)[CH:11]([CH2:14][CH2:15][CH:16]([OH:17])[c:24]3[cH:25][cH:26][c:27]([F:30])[cH:28][cH:29]3)[C:12]2=[O:13])[cH:7][cH:8]1. Reactants: Cl (hydrochloric acid), CC(C)(OC(=O)N[C@@H](C(=O)O)CC=1N=CSC1)C ((R)-2-[[(1,1-dimethylethoxy) carbonyl]amino]-3-(4-thiazolyl)propanoic acid). Run in O1CCOCC1 (dioxane), O1CCOCC1 (dioxane). Run at time 3 hour. Product: N[C@@H](C(=O)O)CC=1N=CSC1 ((R)-2-Amino-3-(4-thiazolyl)propanoic acid). Isolated yield 74.8%. RXN SMILES: Cl.CC(C)(OC([NH:8][C@H:9]([CH2:13][C:14]1[N:15]=[CH:16][S:17][CH:18]=1)[C:10]([OH:12])=[O:11])=O)C>O1CCOCC1>[NH2:8][C@H:9]([CH2:13][C:14]1[N:15]=[CH:16][S:17][CH:18]=1)[C:10]([OH:12])=[O:11]. Procedure details: A solution of 4N hydrochloric acid in dioxane (10 ml) was added to a solution of (R)-2-[[(1,1-dimethylethoxy) carbonyl]amino]-3-(4-thiazolyl)propanoic acid (2.0 g, 7.3 mmol) in dioxane (2 ml). The reaction mixture was stirred at room temperature for 3 hours, concentrated in vacuo and the residue was dissolved in water (3 ml). The pH was adjusted to 6.5 with 1N sodium hydroxide and this solution was passed through 20 ml of Dowex® AG50(H+). The column was eluted with water (250 ml) followed by 2% ... Starting materials: ClC(Cl)Cl, [H-], NCc1ccccc1, [Na+], O, Cc1ccc(S(=O)(=O)OCC2CCn3c(nc4ccccc43)S2)cc1. Product: c1ccc(CNCC2CCn3c(nc4ccccc43)S2)cc1. Reaction SMILES: [CH:37]([Cl:38])([Cl:39])[Cl:40].[H-:34].[NH2:26][CH2:27][c:28]1[cH:29][cH:30][cH:31][cH:32][cH:33]1.[Na+:35].[OH2:36].[c:1]1([CH3:2])[cH:3][cH:4][c:5]([S:6]([O:7][CH2:11][CH:12]2[CH2:13][CH2:14][n:15]3[c:16]([n:17][c:18]4[c:19]3[cH:20][cH:21][cH:22][cH:23]4)[S:24]2)(=[O:8])=[O:9])[cH:10][cH:25]1>>[CH2:11]([CH:12]1[CH2:13][CH2:14][n:15]2[c:16]([n:17][c:18]3[c:19]2[cH:20][cH:21][cH:22][cH:23]3)[S:24]1)[NH:26][CH2:27][c:28]1[cH:29][cH:30][cH:31][cH:32][cH:33]1. Reactants: ClC1=NC=NC(=C1Cl)Cl (4,5,6-trichloropyrimidine), C(C)NC1=CC=CC=C1 (N-ethylaniline). Run in C(C)O (ethanol). Yields the product ClC1=NC=NC(=C1Cl)N(C1=CC=CC=C1)CC (4,5-dichloro-6-(N-ethyl-N-phenylamino)pyrimidine). Isolated yield 114.0%. As a reaction SMILES: Cl[C:2]1[C:7]([Cl:8])=[C:6]([Cl:9])[N:5]=[CH:4][N:3]=1.[CH2:10]([NH:12][C:13]1[CH:18]=[CH:17][CH:16]=[CH:15][CH:14]=1)[CH3:11]>C(O)C>[Cl:9][C:6]1[C:7]([Cl:8])=[C:2]([N:12]([CH2:10][CH3:11])[C:13]2[CH:18]=[CH:17][CH:16]=[CH:15][CH:14]=2)[N:3]=[CH:4][N:5]=1. Reported procedure: To 2 ml of ethanol were added 0.3 g of 4,5,6-trichloropyrimidine and 0.5 g of N-ethylaniline, followed by heating under reflux for 8 hours. The reaction mixture was then left for cooling to room temperature and concentrated under reduced pressure. The residue was added water and extracted three times with t-butyl methyl ether. The organic layers were combined, dried over anhydrous magnesium sulfate, and then concentrated. The residue was subjected to silica gel column chromatography to give 0.5 ...